From a dataset of the Open Reaction Database (ORD), a public repository of structured organic reaction records. describe an organic reaction: reactants, conditions, products, and yield The reactants are Cl.COC([C@@H](NC([C@H](NC)CC1=CC=CC=C1)=O)CC1=CNC2=CC=CC=C12)=O (N-methyl-(D)-phenylalanyl-(L)-tryptophan methyl ester hydrochloride), FC(C=1C=C(C(=O)O)C=C(C1)C(F)(F)F)(F)F (3,5-bis(trifluoromethyl)benzoic acid), methyl ester. The product is FC(C=1C=C(C(=O)N([C@H](CC2=CC=CC=C2)C(=O)N[C@@H](CC2=CNC3=CC=CC=C23)C(=O)O)C)C=C(C1)C(F)(F)F)(F)F (N-[3,5-bis(trifluoromethyl)benzoyl]-N-methyl-(D)-phenylalanyl-(L)-tryptophan). As a reaction SMILES: Cl.C[O:3][C:4](=[O:29])[C@H:5]([CH2:19][C:20]1[C:28]2[C:23](=[CH:24][CH:25]=[CH:26][CH:27]=2)[NH:22][CH:21]=1)[NH:6][C:7](=[O:18])[C@@H:8]([CH2:11][C:12]1[CH:17]=[CH:16][CH:15]=[CH:14][CH:13]=1)[NH:9][CH3:10].[F:30][C:31]([F:46])([F:45])[C:32]1[CH:33]=[C:34]([CH:38]=[C:39]([C:41]([F:44])([F:43])[F:42])[CH:40]=1)[C:35]([OH:37])=O>>[F:45][C:31]([F:30])([F:46])[C:32]1[CH:33]=[C:34]([CH:38]=[C:39]([C:41]([F:44])([F:43])[F:42])[CH:40]=1)[C:35]([N:9]([CH3:10])[C@@H:8]([C:7]([NH:6][C@H:5]([C:4]([OH:29])=[O:3])[CH2:19][C:20]1[C:28]2[C:23](=[CH:24][CH:25]=[CH:26][CH:27]=2)[NH:22][CH:21]=1)=[O:18])[CH2:11][C:12]1[CH:13]=[CH:14][CH:15]=[CH:16][CH:17]=1)=[O:37] |f:0.1|. Procedure details: Coupling of N-methyl-(D)-phenylalanyl-(L)-tryptophan methyl ester hydrochloride (see example 1) with 3,5-bis(trifluoromethyl)benzoic acid according to example 12 followed by hydrolysis of the methyl ester moiety according to example 1 gives N-[3,5-bis(trifluoromethyl)benzoyl]-N-methyl-(D)-phenylalanyl-(L)-tryptophan; FAB-MS m/e 606 (M+H)+.